Dataset: the Open Reaction Database (ORD), a public repository of structured organic reaction records. Task: describe an organic reaction: reactants, conditions, products, and yield The reactants are stainless steel, S (hydrogen sulfide), C1(=CC=CC=C1)C(C(CC(=O)C1=CC=C(C=C1)F)C1=CC=CC=C1)=O (1,2-diphenyl-4-p-fluorophenylbutane-1,4-dione), P12(=S)SP3(=S)SP(=S)(S1)SP(=S)(S2)S3 (phosphorus pentasulfide), S (hydrogen sulfide), [OH-].[Na+] (sodium hydroxide). Solvent: C(C)O (ethanol), C=1(C(=CC=CC1)C)C (xylene). Run at temperature 20 celsius. The product is C1(=CC=CC=C1)C=1SC(=CC1C1=CC=CC=C1)C1=CC=C(C=C1)F (2,3-diphenyl-5-p-fluorophenylthiophene). Isolated yield 107.6%. RXN SMILES: [C:1]1([C:7](=O)[CH:8]([C:19]2[CH:24]=[CH:23][CH:22]=[CH:21][CH:20]=2)[CH2:9][C:10]([C:12]2[CH:17]=[CH:16][C:15]([F:18])=[CH:14][CH:13]=2)=O)[CH:6]=[CH:5][CH:4]=[CH:3][CH:2]=1.P12(SP3(SP(SP(S3)(S1)=S)(=S)S2)=S)=[S:27].S.[OH-].[Na+]>C(O)C.C1(C)C(C)=CC=CC=1>[C:1]1([C:7]2[S:27][C:10]([C:12]3[CH:17]=[CH:16][C:15]([F:18])=[CH:14][CH:13]=3)=[CH:9][C:8]=2[C:19]2[CH:24]=[CH:23][CH:22]=[CH:21][CH:20]=2)[CH:6]=[CH:5][CH:4]=[CH:3][CH:2]=1 |f:3.4|. Procedure details: A mixture 49.8 g (0.15 mole) of 1,2-diphenyl-4-p-fluorophenylbutane-1,4-dione, 100 ml of xylene, 30 g (0.0675 mole) of phosphorus pentasulfide and 130 g (3.81 moles) of hydrogen sulfide was heated and stirred in a 1-liter stainless steel autoclave for 4 hours at 157°-185° C. (620-1145 psig). After cooling the vessel to 20° C. and venting the hydrogen sulfide into a sodium hydroxide solution, the residue was stirred with 150 ml of absolute ethanol. Filtration gave 31.5 g (63.6%) of crude product,... Starting materials: CCC(CC)(c1ccc(CCC(O[Si](C)(C)C(C)(C)C)C(C)(C)C)c(C)c1)c1ccc(B2OC(C)(C)C(C)(C)O2)c(C)c1, Cc1ccccc1, CCOCC, COC(=O)C(NC(=O)OC(C)(C)C)c1ccc(Cl)cc1, COc1cccc(OC)c1-c1ccccc1P(C1CCCCC1)C1CCCCC1, [K+], [K+], [K+], CC(=O)[O-], CC(=O)[O-], O, O=P([O-])([O-])[O-], [Pd+2]. The product is CCC(CC)(c1ccc(CCC(O[Si](C)(C)C(C)(C)C)C(C)(C)C)c(C)c1)c1ccc(-c2ccc(C(NC(=O)OC(C)(C)C)C(=O)OC)cc2)c(C)c1. RXN SMILES: [C:1]([CH3:2])([CH3:3])([CH3:4])[Si:5]([CH3:6])([CH3:7])[O:8][CH:9]([C:10]([CH3:11])([CH3:12])[CH3:13])[CH2:14][CH2:15][c:16]1[c:17]([CH3:43])[cH:18][c:19]([C:22]([CH2:23][CH3:24])([c:25]2[cH:26][c:27]([CH3:40])[c:28]([B:31]3[O:32][C:33]([CH3:34])([CH3:35])[C:36]([CH3:37])([CH3:38])[O:39]3)[cH:29][cH:30]2)[CH2:41][CH3:42])[cH:20][cH:21]1.[CH3:101][c:102]1[cH:103][cH:104][cH:105][cH:106][cH:107]1.[CH3:109][CH2:110][O:111][CH2:112][CH3:113].[CH3:81][O:82][C:83]([CH:84]([c:85]1[cH:86][cH:87][c:88]([Cl:91])[cH:89][cH:90]1)[NH:92][C:93](=[O:94])[O:95][C:96]([CH3:97])([CH3:98])[CH3:99])=[O:100].[CH:44]1([P:45]([CH:46]2[CH2:47][CH2:48][CH2:49][CH2:50][CH2:51]2)[c:52]2[cH:53][cH:54][cH:55][cH:56][c:57]2-[c:58]2[c:59]([O:60][CH3:61])[cH:62][cH:63][cH:64][c:65]2[O:66][CH3:67])[CH2:68][CH2:69][CH2:70][CH2:71][CH2:72]1.[K+:78].[K+:79].[K+:80].[O-:115][C:116]([CH3:117])=[O:118].[O-:119][C:120]([CH3:121])=[O:122].[OH2:108].[P:73]([O-:74])([O-:75])([O-:76])=[O:77].[Pd+2:114]>>[C:1]([CH3:2])([CH3:3])([CH3:4])[Si:5]([CH3:6])([CH3:7])[O:8][CH:9]([C:10]([CH3:11])([CH3:12])[CH3:13])[CH2:14][CH2:15][c:16]1[c:17]([CH3:43])[cH:18][c:19]([C:22]([CH2:23][CH3:24])([c:25]2[cH:26][c:27]([CH3:40])[c:28](-[c:88]3[cH:87][cH:86][c:85]([CH:84]([C:83]([O:82][CH3:81])=[O:100])[NH:92][C:93](=[O:94])[O:95][C:96]([CH3:97])([CH3:98])[CH3:99])[cH:90][cH:89]3)[cH:29][cH:30]2)[CH2:41][CH3:42])[cH:20][cH:21]1.